describe an organic reaction: reactants, conditions, products, and yield From a dataset of the Open Reaction Database (ORD), a public repository of structured organic reaction records. The reactants are CCC1CN(C(c2ccccc2)c2ccccc2)C1C(=O)OC(C)(C)C, CC(=O)Cl, CO, [OH-], [OH-], [Pd+2]. The product is CCC1CNC1C(=O)OC(C)(C)C. As a reaction SMILES: [C:1]([CH3:2])([CH3:3])([CH3:4])[O:5][C:6](=[O:7])[CH:8]1[N:9]([CH:14]([c:15]2[cH:16][cH:17][cH:18][cH:19][cH:20]2)[c:21]2[cH:22][cH:23][cH:24][cH:25][cH:26]2)[CH2:10][CH:11]1[CH2:12][CH3:13].[CH3:27][C:28](=[O:29])[Cl:30].[CH3:31][OH:32].[OH-:33].[OH-:35].[Pd+2:34]>>[C:1]([CH3:2])([CH3:3])([CH3:4])[O:5][C:6](=[O:7])[CH:8]1[NH:9][CH2:10][CH:11]1[CH2:12][CH3:13]. Starting materials: [Cl-].[NH4+] (ammonium chloride), C(/C1=CC=CC=C1)=C\1/CN(CCC1=O)C(C1=CC=CC=C1)(C1=CC=CC=C1)C1=CC=CC=C1 ((E)-3-benzylidene-1-(triphenylmethyl)piperidin-4-one), C(C)O (ethanol), [BH4-].[Na+] (sodium borohydride). Run at time 2 hour. Procedure details: To a solution of (E)-3-benzylidene-1-(triphenylmethyl)piperidin-4-one (3.91 g) in a mixed solvent of ethanol (30 ml) and dichloromethane (30 ml) was added sodium borohydride (0.34 g) under ice-cooling, and the resulting mixture was stirred at room temperature for 2 hours. After stirring, saturated aqueous ammonium chloride solution was added to the reaction mixture, and the resulting mixture was extracted with ethyl acetate. The extract was washed with saturated aqueous sodium chloride solution ... The solvent is ClCCl (dichloromethane). RXN SMILES: [CH:1](=[C:8]1/[CH2:9][N:10]([C:15]([C:28]2[CH:33]=[CH:32][CH:31]=[CH:30][CH:29]=2)([C:22]2[CH:27]=[CH:26][CH:25]=[CH:24][CH:23]=2)[C:16]2[CH:21]=[CH:20][CH:19]=[CH:18][CH:17]=2)[CH2:11][CH2:12][C:13]/1=[O:14])/[C:2]1[CH:7]=[CH:6][CH:5]=[CH:4][CH:3]=1.C(O)C.[BH4-].[Na+].[Cl-].[NH4+]>ClCCl>[CH:1](=[C:8]1/[CH2:9][N:10]([C:15]([C:28]2[CH:33]=[CH:32][CH:31]=[CH:30][CH:29]=2)([C:22]2[CH:23]=[CH:24][CH:25]=[CH:26][CH:27]=2)[C:16]2[CH:17]=[CH:18][CH:19]=[CH:20][CH:21]=2)[CH2:11][CH2:12][CH:13]/1[OH:14])/[C:2]1[CH:3]=[CH:4][CH:5]=[CH:6][CH:7]=1 |f:2.3,4.5|. Product: C(/C1=CC=CC=C1)=C\1/CN(CCC1O)C(C1=CC=CC=C1)(C1=CC=CC=C1)C1=CC=CC=C1 ((E)-3-Benzylidene-1-(triphenylmethyl)piperidin-4-ol). The yield is 66.4%. The reactants are NCC12C3CN(CC3C(C=C1)CC2)CC2=CC=CC=C2 (1-aminomethyl-4-benzyl-4-azatricyclo[5.2.2.02,6 ]undec-8-ene). Reagents/catalysts: [Pd] (palladium). The solvent is O1CCCC1 (tetrahydrofuran). Product: NCC12C3CNCC3C(CC1)CC2 (1-Aminomethyl-4-azatricyclo[5.2.2.02,6 ]undecane). As a reaction SMILES: [NH2:1][CH2:2][C:3]12[CH2:13][CH2:12][CH:9]([CH:10]=[CH:11]1)[CH:8]1[CH:4]2[CH2:5][N:6](CC2C=CC=CC=2)[CH2:7]1>O1CCCC1.[Pd]>[NH2:1][CH2:2][C:3]12[CH2:11][CH2:10][CH:9]([CH2:12][CH2:13]1)[CH:8]1[CH:4]2[CH2:5][NH:6][CH2:7]1. Procedure: 7.4 g (27.5 mmol) of 1-aminomethyl-4-benzyl-4-azatricyclo[5.2.2.02,6 ]undec-8-ene are hydrogenated in 100 ml of tetrahydrofuran using 1.5 g of palladium/active charcoal at 100° C./100 bar. The catalyst is filtered off with suction and the residue is distilled. Starting materials: CC=C(C)C, CCc1cc(C=O)sc1C(=O)OC, [Cl-], [Na+], C1COCCO1, O. Yields the product CCc1cc(C(=O)O)sc1C(=O)OC. Reaction SMILES: [CH3:14][C:15](=[CH:16][CH3:17])[CH3:18].[CH3:1][O:2][C:3](=[O:4])[c:5]1[s:6][c:7]([CH:12]=[O:13])[cH:8][c:9]1[CH2:10][CH3:11].[Cl-:20].[Na+:19].[O:21]1[CH2:22][CH2:23][O:24][CH2:25][CH2:26]1.[OH2:27]>>[CH3:1][O:2][C:3](=[O:4])[c:5]1[s:6][c:7]([C:12](=[O:13])[OH:21])[cH:8][c:9]1[CH2:10][CH3:11]. Starting materials: O=C1CCC(=O)N1Br, O=C(OOC(=O)c1ccccc1)c1ccccc1, Cc1nc(C)c(C)o1, ClC(Cl)(Cl)Cl. Yields the product Cc1nc(C)c(CBr)o1. As a reaction SMILES: [Br:1][N:2]1[C:3](=[O:4])[CH2:5][CH2:6][C:7]1=[O:8].[C:9]([O:10][O:11][C:12](=[O:13])[c:14]1[cH:15][cH:16][cH:17][cH:18][cH:19]1)(=[O:20])[c:21]1[cH:22][cH:23][cH:24][cH:25][cH:26]1.[CH3:27][c:28]1[o:29][c:30]([CH3:34])[c:31]([CH3:33])[n:32]1.[Cl:35][C:36]([Cl:37])([Cl:38])[Cl:39]>>[Br:1][CH2:34][c:30]1[o:29][c:28]([CH3:27])[n:32][c:31]1[CH3:33]. The reactants are ethyl acetate petroleum ether, BrC1=CC(=CC=C1)Br (1,3-dibromobenzene), C(=O)([O-])[O-].[Cs+].[Cs+] (Cs2CO3), COC1CNCC1 (3-methoxypyrrolidine), C=1C=CC(=CC1)P(C=2C=CC=CC2)C3=CC=C4C=CC=CC4=C3C5=C6C=CC=CC6=CC=C5P(C=7C=CC=CC7)C=8C=CC=CC8 (BINAP). The reagents and catalysts are CC(=O)[O-].CC(=O)[O-].[Pd+2] (Pd(OAc)2). Solvent: C1(=CC=CC=C1)C (toluene). Run at time 8 hour. The product is BrC=1C=C(C=CC1)N1CC(CC1)OC (1-(3-bromophenyl)-3-methoxypyrrolidine). As a reaction SMILES: Br[C:2]1[CH:7]=[CH:6][CH:5]=[C:4]([Br:8])[CH:3]=1.[CH3:9][O:10][CH:11]1[CH2:15][CH2:14][NH:13][CH2:12]1.C1C=CC(P(C2C(C3C(P(C4C=CC=CC=4)C4C=CC=CC=4)=CC=C4C=3C=CC=C4)=C3C(C=CC=C3)=CC=2)C2C=CC=CC=2)=CC=1.C([O-])([O-])=O.[Cs+].[Cs+]>C1(C)C=CC=CC=1.CC([O-])=O.CC([O-])=O.[Pd+2]>[Br:8][C:4]1[CH:3]=[C:2]([N:13]2[CH2:14][CH2:15][CH:11]([O:10][CH3:9])[CH2:12]2)[CH:7]=[CH:6][CH:5]=1 |f:3.4.5,7.8.9|. Procedure details: Into a 250 mL 3-necked round bottom flask purged and maintained with an inert atmosphere of nitrogen, was placed a solution of 1,3-dibromobenzene (11.9 g, 50.42 mmol) in toluene (100 mL). To this was added 3-methoxypyrrolidine (6.1 g, 60.40 mmol). Addition of Pd(OAc)2 (113 mg, 0.50 mmol) was next. This was followed by the addition of BINAP (940 mg, 1.51 mmol). To the mixture was added Cs2CO3 (40.9 g, 125.54 mmol). The resulting solution was allowed to react, with stirring, overnight while the te... Reactants: [Al+3], C1CCOC1, Cl, [H-], [H-], [H-], [H-], [Li+], CCOC(=O)CC(N)c1ccccc1, O. The product is NC(CCO)c1ccccc1. RXN SMILES: [Al+3:2].[CH2:23]1[O:24][CH2:25][CH2:26][CH2:27]1.[ClH:7].[H-:1].[H-:4].[H-:5].[H-:6].[Li+:3].[NH2:8][CH:9]([CH2:10][C:11](=[O:12])[O:13][CH2:14][CH3:15])[c:16]1[cH:17][cH:18][cH:19][cH:20][cH:21]1.[OH2:22]>>[NH2:8][CH:9]([CH2:10][CH2:11][OH:12])[c:16]1[cH:17][cH:18][cH:19][cH:20][cH:21]1. Reactants: Cn1cc(Br)cc(Nc2ccc(C(C)(C)O)cn2)c1=O, O=C([O-])O, CC(=O)O, CC#N, CCOC(C)=O, [Na+], O=S(=O)(O)O. Yields the product CC(=O)NC(C)(C)c1ccc(Nc2cc(Br)cn(C)c2=O)nc1. As a reaction SMILES: [Br:1][c:2]1[cH:3][c:4]([NH:10][c:11]2[n:12][cH:13][c:14]([C:17]([CH3:18])([CH3:19])[OH:20])[cH:15][cH:16]2)[c:5](=[O:9])[n:6]([CH3:8])[cH:7]1.[C:30](=[O:31])([OH:32])[O-:33].[CH3:21][C:22]([OH:23])=[O:24].[CH3:35][C:36]#[N:37].[CH3:38][CH2:39][O:40][C:41](=[O:42])[CH3:43].[Na+:34].[S:25](=[O:26])(=[O:27])([OH:28])[OH:29]>>[Br:1][c:2]1[cH:3][c:4]([NH:10][c:11]2[n:12][cH:13][c:14]([C:17]([CH3:18])([CH3:19])[NH:37][C:22]([CH3:21])=[O:24])[cH:15][cH:16]2)[c:5](=[O:9])[n:6]([CH3:8])[cH:7]1. Starting materials: C(N)(=S)C=1C=C(C(=O)OC)C=CC1 (methyl 3-thiocarbamoylbenzoate), FC=1C=C(C(CBr)=O)C=CC1F (3,4-difluorophenacyl bromide). Product: FC=1C=C(C=CC1F)C=1N=C(SC1)C=1C=C(C(=O)OC)C=CC1 (methyl 3-[4-(3,4-difluorophenyl)-2-thiazolyl]benzoate). Isolated yield 70.0%. RXN SMILES: [C:1]([C:4]1[CH:5]=[C:6]([CH:11]=[CH:12][CH:13]=1)[C:7]([O:9][CH3:10])=[O:8])(=[S:3])[NH2:2].[F:14][C:15]1[CH:16]=[C:17]([CH:22]=[CH:23][C:24]=1[F:25])[C:18](=O)[CH2:19]Br>>[F:14][C:15]1[CH:16]=[C:17]([C:18]2[N:2]=[C:1]([C:4]3[CH:5]=[C:6]([CH:11]=[CH:12][CH:13]=3)[C:7]([O:9][CH3:10])=[O:8])[S:3][CH:19]=2)[CH:22]=[CH:23][C:24]=1[F:25]. Reported procedure: In the same manner as in Example 28, methyl 3-thiocarbamoylbenzoate was reacted with 3,4-difluorophenacyl bromide to obtain-methyl 3-[4-(3,4-difluorophenyl)-2-thiazolyl]benzoate. The product was recrystallized from ethanol. Yield: 70%. Colorless prisms. Melting point: 147 to 148° C. The reactants are ( 4 ), FC(C(=O)C1=C(C(=CC=C1)C1CCNCC1)F)(F)F (2,2,2-trifluoro-1-(2-fluoro-3-piperidin-4-ylphenyl)ethanone), ( 15 ), C([O-])([O-])=O.[K+].[K+] (potassium carbonate), ICCC (1-iodopropane), ( 6 ). Run in C(C)#N (acetonitrile). Yields the product FC(C(=O)C1=C(C(=CC=C1)C1CCN(CC1)CCC)F)(F)F (2,2,2-TRIFLUORO-1-[2-FLUORO-3-(1-PROPYLPIPERIDIN-4-YL)PHENYL]ETHANONE). Reaction SMILES: [F:1][C:2]([F:19])([F:18])[C:3]([C:5]1[CH:10]=[CH:9][CH:8]=[C:7]([CH:11]2[CH2:16][CH2:15][NH:14][CH2:13][CH2:12]2)[C:6]=1[F:17])=[O:4].C(=O)([O-])[O-].[K+].[K+].I[CH2:27][CH2:28][CH3:29]>C(#N)C>[F:19][C:2]([F:1])([F:18])[C:3]([C:5]1[CH:10]=[CH:9][CH:8]=[C:7]([CH:11]2[CH2:16][CH2:15][N:14]([CH2:27][CH2:28][CH3:29])[CH2:13][CH2:12]2)[C:6]=1[F:17])=[O:4] |f:1.2.3|. Reported procedure: Preparation according to Example 1: 2,2,2-trifluoro-1-(2-fluoro-3-piperidin-4-ylphenyl)ethanone (0.01 g), acetonitrile (2 ml), potassium carbonate (0.01 g) and 1-iodopropane (0.01 g). MS m/z (rel. intensity, 70 eV) 317 (M+, 3), 289 (15), 288 (bp), 248 (4), 109 (6).